describe an organic reaction: reactants, conditions, products, and yield From a dataset of the Open Reaction Database (ORD), a public repository of structured organic reaction records. RXN SMILES: [CH3:1][O:2][C:3]([CH:4]=[CH:5][c:6]1[cH:7][c:8]2[c:15]([cH:16][cH:17]1)[CH2:14][CH:13]1[CH2:12][CH2:11][CH:10]([CH2:9]2)[CH:18]1[NH:19][C:20](=[O:21])[O:22][C:23]([CH3:24])([CH3:25])[CH3:26])=[O:27].[CH3:30][CH2:31][OH:32].[H:28][H:29].[OH-:33].[OH-:35].[Pd+2:34]>>[CH3:1][O:2][C:3]([CH2:4][CH2:5][c:6]1[cH:7][c:8]2[c:15]([cH:16][cH:17]1)[CH2:14][CH:13]1[CH2:12][CH2:11][CH:10]([CH2:9]2)[CH:18]1[NH:19][C:20](=[O:21])[O:22][C:23]([CH3:24])([CH3:25])[CH3:26])=[O:27]. The reactants are COC(=O)C=Cc1ccc2c(c1)CC1CCC(C2)C1NC(=O)OC(C)(C)C, CCO, [H][H], [OH-], [OH-], [Pd+2]. The product is COC(=O)CCc1ccc2c(c1)CC1CCC(C2)C1NC(=O)OC(C)(C)C. The reactants are [OH-].[Na+] (sodium hydroxide), C(C)(=O)Cl (acetyl chloride), COC=1C=C(C=CC1N1C=NC(=C1)C)/C=C/C1=NN2C(C(CCC2)C2CCNCC2)=N1 (racemic 2-{(E)-2-[3-methoxy-4-(4-methyl-1H-imidazol-1-yl)phenyl]vinyl}-8-(piperidin-4-yl)-5,6,7,8-tetrahydro[1,2,4]triazolo[1,5-a]pyridine), 119, C(Cl)(Cl)Cl (Chloroform). Solvent: C(Cl)Cl (methylene chloride). Run at time 40 minute. Product: COC=1C=C(C=CC1N1C=NC(=C1)C)/C=C/C1=NN2C(C(CCC2)C2CCN(CC2)C(C)=O)=N1 (racemic 1-[4-(2-{(E)-2-[3-methoxy-4-(4-methyl-1H-imidazol-1-yl)phenyl]vinyl}-5,6,7,8-tetrahydro[1,2,4]triazolo[1,5-a]pyridin-8-yl)piperidin-1-yl]ethanone). RXN SMILES: [OH-].[Na+].[C:3](Cl)(=[O:5])[CH3:4].[CH3:7][O:8][C:9]1[CH:10]=[C:11](/[CH:21]=[CH:22]/[C:23]2[N:37]=[C:26]3[CH:27]([CH:31]4[CH2:36][CH2:35][NH:34][CH2:33][CH2:32]4)[CH2:28][CH2:29][CH2:30][N:25]3[N:24]=2)[CH:12]=[CH:13][C:14]=1[N:15]1[CH:19]=[C:18]([CH3:20])[N:17]=[CH:16]1.C(Cl)(Cl)Cl>C(Cl)Cl>[CH3:7][O:8][C:9]1[CH:10]=[C:11](/[CH:21]=[CH:22]/[C:23]2[N:37]=[C:26]3[CH:27]([CH:31]4[CH2:32][CH2:33][N:34]([C:3](=[O:5])[CH3:4])[CH2:35][CH2:36]4)[CH2:28][CH2:29][CH2:30][N:25]3[N:24]=2)[CH:12]=[CH:13][C:14]=1[N:15]1[CH:19]=[C:18]([CH3:20])[N:17]=[CH:16]1 |f:0.1|. Procedure: A 1 N sodium hydroxide solution (0.5 ml) and acetyl chloride (14 ul) were added to a solution of racemic 2-{(E)-2-[3-methoxy-4-(4-methyl-1H-imidazol-1-yl)phenyl]vinyl}-8-(piperidin-4-yl)-5,6,7,8-tetrahydro[1,2,4]triazolo[1,5-a]pyridine obtained in Examples 118 and 119 (25 mg) in methylene chloride (0.5 ml), and the reaction solution was stirred at room temperature for 40 minutes. Chloroform was added to the reaction solution, and the organic layer was separated. The aqueous layer was reextracted... Reactants: BrC1=CC=C(C=C1)C(N=C=O)Cl (1-bromo-4-(chloro(isocyanato)methyl)benzene), C1(=CC=CC=C1)C1CC(=CC(C1)=O)NC1=CC(=CC=C1)C(F)(F)F (5-phenyl-3-(3-(trifluoromethyl)phenyl-amino)cyclohex-2-enone), C1(=CC=CC=C1)C1CC(=CC(C1)=O)NC1=CC(=CC=C1)C(F)(F)F (5-phenyl-3-(3-(trifluoromethyl)phenyl-amino)cyclohex-2-enone). The solvent is ClCCl (dichloromethane), ClCCl (dichloromethane). The product is BrC1=CC=C(C=C1)C1NC(N(C=2CC(CC(C12)=O)C1=CC=CC=C1)C1=CC(=CC=C1)C(F)(F)F)=O (4-(4-Bromophenyl)-7-phenyl-1-(3-(trifluoromethyl)phenyl)-3,4,7,8-tetrahydroquinazoline-2,5(1H,6H)-dione). As a reaction SMILES: [Br:1][C:2]1[CH:7]=[CH:6][C:5]([CH:8](Cl)[N:9]=[C:10]=[O:11])=[CH:4][CH:3]=1.[C:13]1([CH:19]2[CH2:24][C:23](=[O:25])[CH:22]=[C:21]([NH:26][C:27]3[CH:32]=[CH:31][CH:30]=[C:29]([C:33]([F:36])([F:35])[F:34])[CH:28]=3)[CH2:20]2)[CH:18]=[CH:17][CH:16]=[CH:15][CH:14]=1>ClCCl>[Br:1][C:2]1[CH:7]=[CH:6][C:5]([CH:8]2[C:22]3[C:23](=[O:25])[CH2:24][CH:19]([C:13]4[CH:14]=[CH:15][CH:16]=[CH:17][CH:18]=4)[CH2:20][C:21]=3[N:26]([C:27]3[CH:32]=[CH:31][CH:30]=[C:29]([C:33]([F:34])([F:35])[F:36])[CH:28]=3)[C:10](=[O:11])[NH:9]2)=[CH:4][CH:3]=1. Procedure: A solution of 1-bromo-4-(chloro(isocyanato)methyl)benzene (201 mg, 0.815 mmol) in dichloromethane (3 mL) is added to a solution of 5-phenyl-3-(3-(trifluoromethyl)phenyl-amino)cyclohex-2-enone (intermediate 14, 270 mg, 0.815 mmol) in dichloromethane (7 mL), and the mixture is heated at reflux for 4 h and cooled to room temperature. After 2 d the mixture is concentrated under reduced pressure and the residue is purified by flash chromatography on silica (gradient cyclohexane/ethyl acetate 90:10 to... Starting materials: OC1=CC=C(OCCCOC=2C=C(C(=O)O)C=C(C2)OCCCCCCCCCCCCCCCCCC)C=C1 (3-[3-(4-hydroxyphenoxy) propoxy]-5-(octadecyloxy)benzoic acid), C([O-])(O)=O.[Na+] (sodium bicarbonate), CI (methyl iodide). Solvent: CN(C)C=O (DMF). Yields the product COC(C1=CC(=CC(=C1)OCCCCCCCCCCCCCCCCCC)OCCCOC1=CC=C(C=C1)O)=O (3-[3-(4-hydroxyphenoxy)propoxy]-5-(octadecyloxy)benzoic acid methyl ester). Yield: 96.7%. RXN SMILES: [OH:1][C:2]1[CH:40]=[CH:39][C:5]([O:6][CH2:7][CH2:8][CH2:9][O:10][C:11]2[CH:12]=[C:13]([CH:17]=[C:18]([O:20][CH2:21][CH2:22][CH2:23][CH2:24][CH2:25][CH2:26][CH2:27][CH2:28][CH2:29][CH2:30][CH2:31][CH2:32][CH2:33][CH2:34][CH2:35][CH2:36][CH2:37][CH3:38])[CH:19]=2)[C:14]([OH:16])=[O:15])=[CH:4][CH:3]=1.[C:41](=O)(O)[O-].[Na+].CI>CN(C=O)C>[CH3:41][O:15][C:14](=[O:16])[C:13]1[CH:17]=[C:18]([O:20][CH2:21][CH2:22][CH2:23][CH2:24][CH2:25][CH2:26][CH2:27][CH2:28][CH2:29][CH2:30][CH2:31][CH2:32][CH2:33][CH2:34][CH2:35][CH2:36][CH2:37][CH3:38])[CH:19]=[C:11]([O:10][CH2:9][CH2:8][CH2:7][O:6][C:5]2[CH:4]=[CH:3][C:2]([OH:1])=[CH:40][CH:39]=2)[CH:12]=1 |f:1.2|. Procedure details: A mixture of 0.30 g (0.54 mmol) of 3-[3-(4-hydroxyphenoxy) propoxy]-5-(octadecyloxy)benzoic acid, 0.14 g (1.62 mmol) of sodium bicarbonate and 0.67 ml (10.8 mmol) of methyl iodide in 5 ml of DMF was stirred and heated at 40° for 48 hours. The solvent was removed at reduced pressure, the residue was extracted with ethyl acetate and the extract was washed with water. The dried extract was concentrated to a solid which was triturated with hexane and filtered to give 0.298 g (97% yield, mp 88°-90°) ... Starting materials: C(OCC1=CC=CC=C1)(=O)Cl (benzyl chlorocarbonate), C(=O)(O)C1NCC2=CC=CC=C2C1 (3-carboxy-1,2,3,4-tetrahydroisoquinoline). Solvent: [OH-].[Na+] (NaOH), [OH-].[Na+] (NaOH). The product is C(=O)(OCC1=CC=CC=C1)N1CC2=CC=CC=C2CC1C(=O)O (2-Carbobenzoxy-3-carboxy-1,2,3,4-tetrahydroisoquinoline). As a reaction SMILES: [C:1]([CH:4]1[CH2:13][C:12]2[C:7](=[CH:8][CH:9]=[CH:10][CH:11]=2)[CH2:6][NH:5]1)([OH:3])=[O:2].[C:14](Cl)(=[O:23])[O:15][CH2:16][C:17]1[CH:22]=[CH:21][CH:20]=[CH:19][CH:18]=1>[OH-].[Na+]>[C:14]([N:5]1[CH:4]([C:1]([OH:3])=[O:2])[CH2:13][C:12]2[C:7](=[CH:8][CH:9]=[CH:10][CH:11]=2)[CH2:6]1)([O:15][CH2:16][C:17]1[CH:22]=[CH:21][CH:20]=[CH:19][CH:18]=1)=[O:23] |f:2.3|. Procedure details: 188 g (1.05 moles) of 3-carboxy-1,2,3,4-tetrahydroisoquinoline are added to 1,050 ml of 1N NaOH at 0°, and 160 ml of benzyl chlorocarbonate and a further 1,050 ml of 1N NaOH are then simultaneously added dropwise at this temperature, while stirring. The mixture is then stirred for 2 hours at room temperature and extracted three times with ether, and the alkaline/aqueous phase is acidified to pH 1 with concentrated HCl. The oil which separates out is extracted with ethyl acetate. The ethyl acetat... The reactants are CCCCCl, CS(C)=O, [Na+], N#C[Na], ClCc1ccccc1Oc1ccccc1, [OH-], O. Product: CCCCC(C#N)c1ccccc1Oc1ccccc1. Reaction SMILES: [CH2:19]([CH2:20][CH2:21][CH3:22])[Cl:23].[CH3:26][S:27](=[O:28])[CH3:29].[Na+:25].[Na:1][C:2]#[N:3].[O:4]([c:5]1[cH:6][cH:7][cH:8][cH:9][cH:10]1)[c:11]1[c:12]([CH2:13][Cl:14])[cH:15][cH:16][cH:17][cH:18]1.[OH-:24].[OH2:30]>>[C:2](#[N:3])[CH:13]([c:12]1[c:11]([O:4][c:5]2[cH:6][cH:7][cH:8][cH:9][cH:10]2)[cH:18][cH:17][cH:16][cH:15]1)[CH2:19][CH2:20][CH2:21][CH3:22]. Starting materials: C=C(OCC)[Sn](CCCC)(CCCC)CCCC, Cc1ccccc1, CC1(C)Oc2cc(N)cc(Br)c2N(c2ccc(F)cc2)C1=O, Cl[Pd]Cl, c1ccc(P(c2ccccc2)c2ccccc2)cc1, c1ccc(P(c2ccccc2)c2ccccc2)cc1. The product is C=C(OCC)c1cc(N)cc2c1N(c1ccc(F)cc1)C(=O)C(C)(C)O2. Reaction SMILES: [CH2:23]([Sn:24]([CH2:25][CH2:26][CH2:27][CH3:33])([C:28](=[CH2:29])[O:30][CH2:31][CH3:32])[CH2:34][CH2:35][CH2:36][CH3:37])[CH2:38][CH2:39][CH3:40].[CH3:82][c:83]1[cH:84][cH:85][cH:86][cH:87][cH:88]1.[NH2:1][c:2]1[cH:3][c:4]2[c:5]([c:20]([Br:22])[cH:21]1)[N:6]([c:13]1[cH:14][cH:15][c:16]([F:19])[cH:17][cH:18]1)[C:7](=[O:12])[C:8]([CH3:10])([CH3:11])[O:9]2.[Pd:41]([Cl:42])[Cl:43].[c:44]1([P:45]([c:46]2[cH:47][cH:48][cH:49][cH:50][cH:51]2)[c:52]2[cH:53][cH:54][cH:55][cH:56][cH:57]2)[cH:58][cH:59][cH:60][cH:61][cH:62]1.[c:63]1([P:64]([c:65]2[cH:66][cH:67][cH:68][cH:69][cH:70]2)[c:71]2[cH:72][cH:73][cH:74][cH:75][cH:76]2)[cH:77][cH:78][cH:79][cH:80][cH:81]1>>[NH2:1][c:2]1[cH:3][c:4]2[c:5]([c:20]([C:28](=[CH2:29])[O:30][CH2:31][CH3:32])[cH:21]1)[N:6]([c:13]1[cH:14][cH:15][c:16]([F:19])[cH:17][cH:18]1)[C:7](=[O:12])[C:8]([CH3:10])([CH3:11])[O:9]2.